Dataset: the Open Reaction Database (ORD), a public repository of structured organic reaction records. Task: describe an organic reaction: reactants, conditions, products, and yield Starting materials: CS(=O)(=O)Cl, COc1ccc(N)cc1C(=O)NC1CCN(C2CCCCC2)C1, c1ccncc1. Yields the product COc1ccc(NS(C)(=O)=O)cc1C(=O)NC1CCN(C2CCCCC2)C1. Reaction SMILES: [CH3:24][S:25]([Cl:26])(=[O:27])=[O:28].[CH:1]1([N:7]2[CH2:8][CH:9]([NH:12][C:13]([c:14]3[c:15]([O:21][CH3:22])[cH:16][cH:17][c:18]([NH2:20])[cH:19]3)=[O:23])[CH2:10][CH2:11]2)[CH2:2][CH2:3][CH2:4][CH2:5][CH2:6]1.[cH:29]1[cH:30][cH:31][n:32][cH:33][cH:34]1>>[CH:1]1([N:7]2[CH2:8][CH:9]([NH:12][C:13]([c:14]3[c:15]([O:21][CH3:22])[cH:16][cH:17][c:18]([NH:20][S:25]([CH3:24])(=[O:27])=[O:28])[cH:19]3)=[O:23])[CH2:10][CH2:11]2)[CH2:2][CH2:3][CH2:4][CH2:5][CH2:6]1. Reactants: C([O-])(O)=O.[Na+] (sodium bicarbonate), C1=CC=CC=C1 (benzene), C1=CC=CC=C1 (benzene), FC1=CC2=C(OC3=C(C(C2)=O)C=CC=C3)C=C1 (2-fluoro-10,11-dihydro-dibenz[b,f]oxepin-10-one), CN1CCNCC1 (1-methyl-piperazine). Reagents/catalysts: [Ti](Cl)(Cl)(Cl)Cl (titanium (IV) chloride). Solvent: O (water). Conditions: time 4 hour. Yields the product FC1=CC2=C(OC3=C(C(=C2)N2CCN(CC2)C)C=CC=C3)C=C1 (1-[2-fluoro-dibenz[b,f]oxepin-10-yl]-4-methyl-piperazine). Reaction SMILES: C1C=CC=CC=1.[F:7][C:8]1[CH:23]=[CH:22][C:11]2[O:12][C:13]3[CH:21]=[CH:20][CH:19]=[CH:18][C:14]=3[C:15](=O)[CH2:16][C:10]=2[CH:9]=1.[CH3:24][N:25]1[CH2:30][CH2:29][NH:28][CH2:27][CH2:26]1.C(=O)(O)[O-].[Na+]>[Ti](Cl)(Cl)(Cl)Cl.O>[F:7][C:8]1[CH:23]=[CH:22][C:11]2[O:12][C:13]3[CH:21]=[CH:20][CH:19]=[CH:18][C:14]=3[C:15]([N:28]3[CH2:29][CH2:30][N:25]([CH3:24])[CH2:26][CH2:27]3)=[CH:16][C:10]=2[CH:9]=1 |f:3.4|. Reported procedure: A solution of 6.44 g. of titanium (IV) chloride in 25 ml. of benzene is added dropwise over a period of 15 minutes with cooling to a solution of 9.12 g. of 2-fluoro-10,11-dihydro-dibenz[b,f]oxepin-10-one and 18 g. of 1-methyl-piperazine in 100 ml. of benzene in such a manner that the temperature does not exceed 25° C. The mixture is subsequently stirred for 4 hours at reflux. The resulting mixture is cooled and poured into a solution of 10 g. of sodium bicarbonate in 100 ml. of water. The precip... Product: CC(C)C1(C)N=C(c2ncc(C=O)cc2C(=O)O)NC1=O. RXN SMILES: [C:26](=[O:27])([OH:28])[O-:29].[CH2:31]([OH:32])[CH3:33].[CH3:1][O:2][CH:3]([c:4]1[cH:5][n:6][c:7]([C:13]2=[N:17][C:16]([CH3:18])([CH:19]([CH3:20])[CH3:21])[C:15](=[O:22])[NH:14]2)[c:8]([C:9](=[O:10])[OH:11])[cH:12]1)[O:23][CH3:24].[CH3:34][C:35]([CH3:36])=[O:37].[ClH:25].[Na+:30]>>[O:2]=[CH:3][c:4]1[cH:5][n:6][c:7]([C:13]2=[N:17][C:16]([CH3:18])([CH:19]([CH3:20])[CH3:21])[C:15](=[O:22])[NH:14]2)[c:8]([C:9](=[O:10])[OH:11])[cH:12]1. Reactants: O=C([O-])O, CCO, COC(OC)c1cnc(C2=NC(C)(C(C)C)C(=O)N2)c(C(=O)O)c1, CC(C)=O, Cl, [Na+]. The reactants are CCc1cccc(CC)c1O, Cc1ccc(S(=O)(=O)O)cc1, Cl, Nc1ncc(CO)c(N)n1. The product is CCc1cc(Cc2cnc(N)nc2N)cc(CC)c1O. As a reaction SMILES: [CH2:11]([CH3:12])[c:13]1[c:14]([OH:21])[c:15]([CH2:19][CH3:20])[cH:16][cH:17][cH:18]1.[CH3:23][c:24]1[cH:25][cH:26][c:27]([S:28](=[O:29])(=[O:30])[OH:31])[cH:32][cH:33]1.[ClH:22].[NH2:1][c:2]1[n:3][cH:4][c:5]([CH2:9][OH:10])[c:6]([NH2:8])[n:7]1>>[NH2:1][c:2]1[n:3][cH:4][c:5]([CH2:9][c:17]2[cH:16][c:15]([CH2:19][CH3:20])[c:14]([OH:21])[c:13]([CH2:11][CH3:12])[cH:18]2)[c:6]([NH2:8])[n:7]1. The reactants are CS(=O)(=O)Cl, ClCCl, Cl, CC(=O)OCC1OC(Oc2cccc3occ(CCc4ccc(N)cc4)c23)C(OC(C)=O)C(OC(C)=O)C1OC(C)=O, c1ccncc1. The product is CC(=O)OCC1OC(Oc2cccc3occ(CCc4ccc(NS(C)(=O)=O)cc4)c23)C(OC(C)=O)C(OC(C)=O)C1OC(C)=O. Reaction SMILES: [CH3:49][S:50]([Cl:51])(=[O:52])=[O:53].[Cl:55][CH2:56][Cl:57].[ClH:54].[NH2:1][c:2]1[cH:3][cH:4][c:5]([CH2:8][CH2:9][c:10]2[cH:11][o:12][c:13]3[c:14]2[c:15]([O:19][CH:20]2[CH:21]([O:22][C:23]([CH3:24])=[O:25])[CH:26]([O:27][C:28]([CH3:29])=[O:30])[CH:31]([O:32][C:33]([CH3:34])=[O:35])[CH:36]([CH2:38][O:39][C:40]([CH3:41])=[O:42])[O:37]2)[cH:16][cH:17][cH:18]3)[cH:6][cH:7]1.[cH:43]1[cH:44][cH:45][n:46][cH:47][cH:48]1>>[NH:1]([c:2]1[cH:3][cH:4][c:5]([CH2:8][CH2:9][c:10]2[cH:11][o:12][c:13]3[c:14]2[c:15]([O:19][CH:20]2[CH:21]([O:22][C:23]([CH3:24])=[O:25])[CH:26]([O:27][C:28]([CH3:29])=[O:30])[CH:31]([O:32][C:33]([CH3:34])=[O:35])[CH:36]([CH2:38][O:39][C:40]([CH3:41])=[O:42])[O:37]2)[cH:16][cH:17][cH:18]3)[cH:6][cH:7]1)[S:50]([CH3:49])(=[O:52])=[O:53]. Starting materials: [Br-], C1CCOC1, COC(=O)c1cc(OC)cc(S(F)(F)(F)(F)F)c1, CNOC, CC(C)[Mg+], Cl. Product: COc1cc(C(=O)N(C)OC)cc(S(F)(F)(F)(F)F)c1. As a reaction SMILES: [Br-:24].[CH2:29]1[O:30][CH2:31][CH2:32][CH2:33]1.[CH3:1][O:2][c:3]1[cH:4][c:5]([C:6](=[O:7])[O:8][CH3:9])[cH:10][c:11]([S:13]([F:14])([F:15])([F:16])([F:17])[F:18])[cH:12]1.[CH3:20][NH:21][O:22][CH3:23].[CH:25]([Mg+:26])([CH3:27])[CH3:28].[ClH:19]>>[CH3:1][O:2][c:3]1[cH:4][c:5]([C:6](=[O:7])[N:21]([CH3:20])[O:22][CH3:23])[cH:10][c:11]([S:13]([F:14])([F:15])([F:16])([F:17])[F:18])[cH:12]1. Starting materials: C(C1=CC=CC=C1)OC/C=C/C[C@H](C(=O)Cl)C(C)C ((2S,4E)-6-(benzyloxy)-2-isopropylhex-4-enoic acid chloride), acid chloride, CNC (dimethylamine), C(C(=O)Cl)(=O)Cl (oxalyl chloride), C(C1=CC=CC=C1)OC/C=C/C[C@H](C(=O)O)C(C)C ((2S,4E)-6-(benzyloxy)-2-isopropylhex-4-enoic acid). The reagents and catalysts are CN(C=O)C (N,N-dimethylformamide). The solvent is C(Cl)Cl (methylene chloride), C(Cl)Cl (methylene chloride), C(C)(C)(C)O (t-butanol), O1CCCC1 (tetrahydrofuran), C(Cl)Cl (methylene chloride). Run at time 1 hour. The product is CN(C([C@@H](C\C=C\COCC1=CC=CC=C1)C(C)C)=O)C ((2S,4E)-6-(Benzyloxy)-2-isopropylhex-4-enoic acid dimethylamide). Yield: 101.0%. As a reaction SMILES: C(Cl)(=O)C(Cl)=O.[CH2:7]([O:14][CH2:15]/[CH:16]=[CH:17]/[CH2:18][C@@H:19]([CH:23]([CH3:25])[CH3:24])[C:20](O)=[O:21])[C:8]1[CH:13]=[CH:12][CH:11]=[CH:10][CH:9]=1.C(OC/C=C/C[C@@H](C(C)C)C(Cl)=O)C1C=CC=CC=1.[CH3:45][NH:46][CH3:47]>C(Cl)Cl.CN(C)C=O.C(O)(C)(C)C.O1CCCC1>[CH3:45][N:46]([CH3:47])[C:20](=[O:21])[C@H:19]([CH:23]([CH3:25])[CH3:24])[CH2:18]/[CH:17]=[CH:16]/[CH2:15][O:14][CH2:7][C:8]1[CH:13]=[CH:12][CH:11]=[CH:10][CH:9]=1. Procedure details: 7.75 ml of oxalyl chloride (87 mmol) and 0.11 ml of N,N-dimethylformamide (1.4 mmol) were added to a solution of 19.02 g of (2S,4E)-6-(benzyloxy)-2-isopropylhex-4-enoic acid obtained in Example (1b) (72.5 mmol) in methylene chloride (180 ml) at room temperature. The mixture was stirred at the same temperature for one hour to prepare a solution of (2S,4E)-6-(benzyloxy)-2-isopropylhex-4-enoic acid chloride in methylene chloride. The solution of acid chloride in methylene chloride above was added t... The reactants are O=C([O-])O, CC(=O)OC(C)=O, CS(C)=O, [Cl-], [Na+], [Na+], CCCCCCCCc1ccc(OCC(O)Cn2ccc3ccccc32)cc1. The product is CCCCCCCCc1ccc(OCC(=O)Cn2ccc3ccccc32)cc1. RXN SMILES: [C:36](=[O:37])([O-:38])[OH:39].[CH3:1][C:2]([O:3][C:4](=[O:5])[CH3:6])=[O:7].[CH3:43][S:44]([CH3:45])=[O:46].[Cl-:41].[Na+:40].[Na+:42].[n:8]1([CH2:17][CH:18]([CH2:19][O:20][c:21]2[cH:22][cH:23][c:24]([CH2:27][CH2:28][CH2:29][CH2:30][CH2:31][CH2:32][CH2:33][CH3:34])[cH:25][cH:26]2)[OH:35])[cH:9][cH:10][c:11]2[cH:12][cH:13][cH:14][cH:15][c:16]12>>[n:8]1([CH2:17][C:18]([CH2:19][O:20][c:21]2[cH:22][cH:23][c:24]([CH2:27][CH2:28][CH2:29][CH2:30][CH2:31][CH2:32][CH2:33][CH3:34])[cH:25][cH:26]2)=[O:35])[cH:9][cH:10][c:11]2[cH:12][cH:13][cH:14][cH:15][c:16]12. Reactants: Brc1cccc(Br)n1, [Li]CCCC, C1CCOC1, O=C(c1ccccc1)c1ccccc1. Yields the product OC(c1ccccc1)(c1ccccc1)c1cccc(Br)n1. Reaction SMILES: [Br:6][c:7]1[n:8][c:9]([Br:13])[cH:10][cH:11][cH:12]1.[CH2:1]([Li:2])[CH2:3][CH2:4][CH3:5].[CH2:28]1[O:29][CH2:30][CH2:31][CH2:32]1.[O:14]=[C:15]([c:16]1[cH:17][cH:18][cH:19][cH:20][cH:21]1)[c:22]1[cH:23][cH:24][cH:25][cH:26][cH:27]1>>[c:7]1([C:15]([OH:14])([c:16]2[cH:17][cH:18][cH:19][cH:20][cH:21]2)[c:22]2[cH:23][cH:24][cH:25][cH:26][cH:27]2)[n:8][c:9]([Br:13])[cH:10][cH:11][cH:12]1.